This data is from the Open Reaction Database (ORD), a public repository of structured organic reaction records. The task is: describe an organic reaction: reactants, conditions, products, and yield Reactants: [Li]CCCC, C1CCOC1, Clc1ccnc2ccsc12, CCOC(=O)Cn1cnc(I)c1, c1ccc(P(c2ccccc2)(c2ccccc2)[Pd](P(c2ccccc2)(c2ccccc2)c2ccccc2)(P(c2ccccc2)(c2ccccc2)c2ccccc2)P(c2ccccc2)(c2ccccc2)c2ccccc2)cc1. Product: CCOC(=O)Cn1cnc(-c2cc3nccc(Cl)c3s2)c1. As a reaction SMILES: [CH2:11]([Li:12])[CH2:13][CH2:14][CH3:15].[CH2:28]1[O:29][CH2:30][CH2:31][CH2:32]1.[Cl:1][c:2]1[cH:3][cH:4][n:5][c:6]2[c:7]1[s:8][cH:9][cH:10]2.[I:16][c:17]1[n:18][cH:19][n:20]([CH2:22][C:23](=[O:24])[O:25][CH2:26][CH3:27])[cH:21]1.[cH:33]1[cH:34][cH:35][c:36]([P:37]([Pd:38]([P:39]([c:40]2[cH:41][cH:42][cH:43][cH:44][cH:45]2)([c:46]2[cH:47][cH:48][cH:49][cH:50][cH:51]2)[c:52]2[cH:53][cH:54][cH:55][cH:56][cH:57]2)([P:58]([c:59]2[cH:60][cH:61][cH:62][cH:63][cH:64]2)([c:65]2[cH:66][cH:67][cH:68][cH:69][cH:70]2)[c:71]2[cH:72][cH:73][cH:74][cH:75][cH:76]2)[P:77]([c:78]2[cH:79][cH:80][cH:81][cH:82][cH:83]2)([c:84]2[cH:85][cH:86][cH:87][cH:88][cH:89]2)[c:90]2[cH:91][cH:92][cH:93][cH:94][cH:95]2)([c:96]2[cH:97][cH:98][cH:99][cH:100][cH:101]2)[c:102]2[cH:103][cH:104][cH:105][cH:106][cH:107]2)[cH:108][cH:109]1>>[Cl:1][c:2]1[cH:3][cH:4][n:5][c:6]2[c:7]1[s:8][c:9](-[c:17]1[n:18][cH:19][n:20]([CH2:22][C:23](=[O:24])[O:25][CH2:26][CH3:27])[cH:21]1)[cH:10]2. Reactants: CCOC(=O)Cc1ccc(C#Cc2cccc(C(=O)OC(C)C)c2)cc1F, CC(C)O, [Li+], C1CCOC1, [OH-]. Product: CC(C)OC(=O)c1cccc(C#Cc2ccc(CC(=O)O)c(F)c2)c1. RXN SMILES: [CH:1]([CH3:2])([CH3:3])[O:4][C:5]([c:6]1[cH:7][c:8]([C:12]#[C:13][c:14]2[cH:15][c:16]([F:26])[c:17]([CH2:20][C:21](=[O:22])[O:23][CH2:24][CH3:25])[cH:18][cH:19]2)[cH:9][cH:10][cH:11]1)=[O:27].[CH:30]([OH:31])([CH3:32])[CH3:33].[Li+:28].[O:34]1[CH2:35][CH2:36][CH2:37][CH2:38]1.[OH-:29]>>[CH:1]([CH3:2])([CH3:3])[O:4][C:5]([c:6]1[cH:7][c:8]([C:12]#[C:13][c:14]2[cH:15][c:16]([F:26])[c:17]([CH2:20][C:21](=[O:22])[OH:23])[cH:18][cH:19]2)[cH:9][cH:10][cH:11]1)=[O:27]. Yields the product Cc1c(N)nc(Cl)nc1Cl. Reactants: COCCOC, Cc1c(Cl)nc(Cl)nc1Cl, N. Reaction SMILES: [CH2:12]([CH2:13][O:14][CH3:15])[O:16][CH3:17].[CH3:1][c:2]1[c:3]([Cl:10])[n:4][c:5]([Cl:9])[n:6][c:7]1[Cl:8].[NH3:11]>>[CH3:1][c:2]1[c:3]([NH2:11])[n:4][c:5]([Cl:9])[n:6][c:7]1[Cl:8]. The reactants are CCNc1cccc([N+](=O)[O-])c1C#N, [Fe]. The product is CCNc1cccc(N)c1C#N. As a reaction SMILES: [CH2:1]([CH3:2])[NH:3][c:4]1[c:5]([C:6]#[N:7])[c:8]([N+:12]([O-:13])=[O:14])[cH:9][cH:10][cH:11]1.[Fe:15]>>[CH2:1]([CH3:2])[NH:3][c:4]1[c:5]([C:6]#[N:7])[c:8]([NH2:12])[cH:9][cH:10][cH:11]1. Starting materials: BrCC1CCCCO1, CN(C)c1ccc(-c2cccc3c2C2(COc4cc5c(cc42)OCO5)C(=O)N3)cn1, CC(C)c1nc(CCl)cs1. The product is CC(C)c1nc(CN2C(=O)C3(COc4cc5c(cc43)OCO5)c3c(-c4ccc(N(C)C)nc4)cccc32)cs1. As a reaction SMILES: [Br:11][CH2:12][CH:13]1[CH2:14][CH2:15][CH2:16][CH2:17][O:18]1.[CH3:19][N:20]([c:21]1[cH:22][cH:23][c:24](-[c:27]2[c:28]3[c:29]([cH:30][cH:31][cH:32]2)[NH:33][C:34](=[O:47])[C:35]32[CH2:36][O:37][c:38]3[c:39]2[cH:40][c:41]2[c:42]([cH:46]3)[O:43][CH2:44][O:45]2)[cH:25][n:26]1)[CH3:48].[Cl:1][CH2:2][c:3]1[n:4][c:5]([CH:8]([CH3:9])[CH3:10])[s:6][cH:7]1>>[CH2:2]([c:3]1[n:4][c:5]([CH:8]([CH3:9])[CH3:10])[s:6][cH:7]1)[N:33]1[c:29]2[c:28]([c:27](-[c:24]3[cH:23][cH:22][c:21]([N:20]([CH3:19])[CH3:48])[n:26][cH:25]3)[cH:32][cH:31][cH:30]2)[C:35]2([C:34]1=[O:47])[CH2:36][O:37][c:38]1[c:39]2[cH:40][c:41]2[c:42]([cH:46]1)[O:43][CH2:44][O:45]2. The reactants are COc1c(Cl)cccc1C(C)(C)CC(O)(C=O)C(F)(F)F, Nc1ccc(F)c2[nH]c(=O)ccc12. Yields the product COc1c(Cl)ccc2c1C(C)(C)CC(O)(C(F)(F)F)C2Nc1ccc(F)c2[nH]c(=O)ccc12. As a reaction SMILES: [Cl:1][c:2]1[c:3]([O:20][CH3:21])[c:4]([C:8]([CH2:9][C:10]([CH:11]=[O:12])([C:13]([F:14])([F:15])[F:16])[OH:17])([CH3:18])[CH3:19])[cH:5][cH:6][cH:7]1.[NH2:22][c:23]1[c:24]2[cH:25][cH:26][c:27](=[O:34])[nH:28][c:29]2[c:30]([F:33])[cH:31][cH:32]1>>[Cl:1][c:2]1[c:3]([O:20][CH3:21])[c:4]2[c:5]([cH:6][cH:7]1)[CH:11]([NH:22][c:23]1[c:24]3[cH:25][cH:26][c:27](=[O:34])[nH:28][c:29]3[c:30]([F:33])[cH:31][cH:32]1)[C:10]([C:13]([F:14])([F:15])[F:16])([OH:17])[CH2:9][C:8]2([CH3:18])[CH3:19].